From a dataset of the Open Reaction Database (ORD), a public repository of structured organic reaction records. describe an organic reaction: reactants, conditions, products, and yield Product: CCOC(=O)c1ccc(C=CC2CCCN2C(=O)Cc2ccc(NC(=O)Nc3ccccc3C)cc2)cc1. Reactants: Cc1ccccc1NC(=O)Nc1ccc(CC(=O)Oc2c(F)c(F)c(F)c(F)c2F)cc1, CCOC(C)=O, CCOC(=O)c1ccc(C=CC2CCCN2)cc1, CN(C)C=O. As a reaction SMILES: [CH3:19][c:20]1[c:21]([NH:26][C:27]([NH:28][c:29]2[cH:30][cH:31][c:32]([CH2:35][C:36](=[O:37])[O:38][c:39]3[c:40]([F:41])[c:42]([F:43])[c:44]([F:45])[c:46]([F:47])[c:48]3[F:49])[cH:33][cH:34]2)=[O:50])[cH:22][cH:23][cH:24][cH:25]1.[CH3:56][CH2:57][O:58][C:59]([CH3:60])=[O:61].[NH:1]1[CH:2]([CH:6]=[CH:7][c:8]2[cH:9][cH:10][c:11]([C:12](=[O:13])[O:14][CH2:15][CH3:16])[cH:17][cH:18]2)[CH2:3][CH2:4][CH2:5]1.[O:51]=[CH:52][N:53]([CH3:54])[CH3:55]>>[N:1]1([C:36]([CH2:35][c:32]2[cH:31][cH:30][c:29]([NH:28][C:27]([NH:26][c:21]3[c:20]([CH3:19])[cH:25][cH:24][cH:23][cH:22]3)=[O:50])[cH:34][cH:33]2)=[O:37])[CH:2]([CH:6]=[CH:7][c:8]2[cH:9][cH:10][c:11]([C:12](=[O:13])[O:14][CH2:15][CH3:16])[cH:17][cH:18]2)[CH2:3][CH2:4][CH2:5]1. Starting materials: CCCCc1c(Cc2ccc(-c3ccccc3C#N)cc2F)c(=O)n(C2CCC3(CC2)OCCO3)c2ncnn12, Cl, [Na+], C1CCOC1, [OH-]. RXN SMILES: [CH2:1]([CH2:2][CH2:3][CH3:4])[c:5]1[c:6]([CH2:25][c:26]2[c:27]([F:40])[cH:28][c:29](-[c:32]3[c:33]([C:38]#[N:39])[cH:34][cH:35][cH:36][cH:37]3)[cH:30][cH:31]2)[c:7](=[O:24])[n:8]([CH:14]2[CH2:15][CH2:16][C:17]3([O:18][CH2:21][CH2:20][O:19]3)[CH2:22][CH2:23]2)[c:9]2[n:10]1[n:11][cH:12][n:13]2.[ClH:41].[Na+:43].[O:44]1[CH2:45][CH2:46][CH2:47][CH2:48]1.[OH-:42]>>[CH2:1]([CH2:2][CH2:3][CH3:4])[c:5]1[c:6]([CH2:25][c:26]2[c:27]([F:40])[cH:28][c:29](-[c:32]3[c:33]([C:38]#[N:39])[cH:34][cH:35][cH:36][cH:37]3)[cH:30][cH:31]2)[c:7](=[O:24])[n:8]([CH:14]2[CH2:15][CH2:16][C:17](=[O:18])[CH2:22][CH2:23]2)[c:9]2[n:10]1[n:11][cH:12][n:13]2. The product is CCCCc1c(Cc2ccc(-c3ccccc3C#N)cc2F)c(=O)n(C2CCC(=O)CC2)c2ncnn12. Reactants: [OH-].[NH4+] (ammonium hydroxide), [NH4+].[OH-] (NH4OH), ClC1=CC2=C(C=N1)C(=NN2C(C2=CC=CC=C2)(C2=CC=CC=C2)C2=CC=CC=C2)I (6-Chloro-3-iodo-1-trityl-1H-pyrazolo[4,3-c]pyridine), ClC1=CC2=C(C=N1)C(=NN2C(C2=CC=CC=C2)(C2=CC=CC=C2)C2=CC=CC=C2)I (6-Chloro-3-iodo-1-trityl-1H-pyrazolo[4,3-c]pyridine), C(C)(=O)CC(C)=O (acetylacetone), C([O-])([O-])=O.[Cs+].[Cs+] (cesium carbonate). Reagents/catalysts: CC(=O)CC(=O)C.CC(=O)CC(=O)C.[Cu] (cupric acetylacetonate). The solvent is [Cl-].[Na+].O (brine), CCOC(=O)C (EtOAc), CN(C)C=O (DMF). Reaction conditions: temperature 60 celsius. Product: ClC1=CC2=C(C=N1)C(=NN2C(C2=CC=CC=C2)(C2=CC=CC=C2)C2=CC=CC=C2)N (6-chloro-1-trityl-1H-pyrazolo[4,3-c]pyridin-3-amine). As a reaction SMILES: [Cl:1][C:2]1[N:7]=[CH:6][C:5]2[C:8](I)=[N:9][N:10]([C:11]([C:24]3[CH:29]=[CH:28][CH:27]=[CH:26][CH:25]=3)([C:18]3[CH:23]=[CH:22][CH:21]=[CH:20][CH:19]=3)[C:12]3[CH:17]=[CH:16][CH:15]=[CH:14][CH:13]=3)[C:4]=2[CH:3]=1.C(CC(=O)C)(=O)C.C(=O)([O-])[O-].[Cs+].[Cs+].[OH-].[NH4+:45]>CN(C=O)C.[Cl-].[Na+].O.CC(CC(C)=O)=O.CC(CC(C)=O)=O.[Cu].CCOC(C)=O>[Cl:1][C:2]1[N:7]=[CH:6][C:5]2[C:8]([NH2:45])=[N:9][N:10]([C:11]([C:24]3[CH:29]=[CH:28][CH:27]=[CH:26][CH:25]=3)([C:18]3[CH:23]=[CH:22][CH:21]=[CH:20][CH:19]=3)[C:12]3[CH:17]=[CH:16][CH:15]=[CH:14][CH:13]=3)[C:4]=2[CH:3]=1 |f:2.3.4,5.6,8.9.10,11.12.13|. Reported procedure: A mixture of 6-chloro-3-iodo-1-trityl-1H-pyrazolo[4,3-c]pyridine (Intermediate 1C; 5.0 g, 9.58 mmol), acetylacetone (0.979 mL, 9.58 mmol), cupric acetylacetonate (0.251 g, 0.958 mmol), and cesium carbonate (6.24 g, 19.17 mmol) in DMF (25.2 mL) were charged in a sealed vessel. The system was degassed and ammonium hydroxide (13.33 mL, 96 mmol) was added. The reaction was heated at 60° C. for 16 h. The reaction was then poured into a solution of 10% NH4OH aq. (150 mL), brine (50 mL), and EtOAc (75 ... Starting materials: [N+](=[N-])=CC(=O)OCC (ethyl diazoacetate), C1(CCCCCCC1)O (cyclooctanol). Reagents/catalysts: CC(=O)O.CC(=O)O.CC(=O)O.CC(=O)O.[Rh].[Rh] (rhodium (II) acetate dimer). Solvent: CCOCC (Et2O), ClCCl (dichloromethane). Run at time 10 minute. The product is C(C)OC(COC1CCCCCCC1)=O (Cyclooctyloxyacetic acid ethyl ester). Yield: 37.8%. RXN SMILES: [CH:1]1([OH:9])[CH2:8][CH2:7][CH2:6][CH2:5][CH2:4][CH2:3][CH2:2]1.[N+](=[CH:12][C:13]([O:15][CH2:16][CH3:17])=[O:14])=[N-]>ClCCl.CCOCC.CC(O)=O.CC(O)=O.CC(O)=O.CC(O)=O.[Rh].[Rh]>[CH2:16]([O:15][C:13](=[O:14])[CH2:12][O:9][CH:1]1[CH2:8][CH2:7][CH2:6][CH2:5][CH2:4][CH2:3][CH2:2]1)[CH3:17] |f:4.5.6.7.8.9|. Procedure details: To a solution of cyclooctanol (640 mg, 4.9 mmol) in dichloromethane (15 mL) is added rhodium (II) acetate dimer (21 mg) followed by ethyl diazoacetate (0.60 g, 5.7 mmol). The reaction mixture is stirred at RT for 10 min. The reaction mixture is rotary evaporated, and the residue dissolved in Et2O, filtered through Celite, and the filtrate is evaporated and the residue is vacuum distilled at 150° C. to give 397 mg of the product 413. 1H NMR (CDCl3) δ 4.21 (q, 2H), 4.06 (s, 2H), 3.50 (m, 1H), 1.93... As a reaction SMILES: [Br:1][c:2]1[c:3]([S:11][c:12]2[nH:13][c:14]3[n:15][cH:16][n:17][c:18]([NH2:21])[c:19]3[n:20]2)[cH:4][c:5]2[c:6]([cH:10]1)[O:7][CH2:8][O:9]2.[Br:22][CH2:23][CH2:24][c:25]1[cH:26][cH:27][cH:28][cH:29][cH:30]1>>[Br:1][c:2]1[c:3]([S:11][c:12]2[n:13]([CH2:23][CH2:24][c:25]3[cH:26][cH:27][cH:28][cH:29][cH:30]3)[c:14]3[n:15][cH:16][n:17][c:18]([NH2:21])[c:19]3[n:20]2)[cH:4][c:5]2[c:6]([cH:10]1)[O:7][CH2:8][O:9]2. Product: Nc1ncnc2c1nc(Sc1cc3c(cc1Br)OCO3)n2CCc1ccccc1. Starting materials: Nc1ncnc2[nH]c(Sc3cc4c(cc3Br)OCO4)nc12, BrCCc1ccccc1. The reactants are NC=O (amino-formaldehyde), N1=C(N)N=C(N)N=C1N (melamine). The product is NC(=O)N (urea), C=O.N1=C(N)N=C(N)N=C1N (melamine-formaldehyde). RXN SMILES: [NH2:1][CH:2]=[O:3].[N:4]1[C:11]([NH2:12])=[N:10][C:8]([NH2:9])=[N:7][C:5]=1[NH2:6]>>[NH2:1][C:2]([NH2:4])=[O:3].[CH2:2]=[O:3].[N:4]1[C:11]([NH2:12])=[N:10][C:8]([NH2:9])=[N:7][C:5]=1[NH2:6] |f:3.4|. Reported procedure: Alternatively, the amino-formaldehyde resins of the disclosure that include melamine, and not urea, to form melamine-formaldehyde (MF) resins. Amino-formaldehyde resins may be prepared with a formaldehyde (F) to melamine (M) molar ratio (F:M) from about 2.5:1 to about 0.3:1, such as from about 1.4:1 to about 0.8:1, for example, about 1.1:1. Reactants: CCBr, Cc1ccc(Cl)c(-c2ccc(CN3CCNC(Cc4ccccc4)C3)cc2)c1, C1CCOC1, CCN(C(C)C)C(C)C. Product: CCN1CCN(Cc2ccc(-c3cc(C)ccc3Cl)cc2)CC1Cc1ccccc1. RXN SMILES: [Br:29][CH2:30][CH3:31].[CH2:1]([c:2]1[cH:3][cH:4][cH:5][cH:6][cH:7]1)[CH:8]1[CH2:9][N:10]([CH2:14][c:15]2[cH:16][cH:17][c:18](-[c:21]3[c:22]([Cl:28])[cH:23][cH:24][c:25]([CH3:27])[cH:26]3)[cH:19][cH:20]2)[CH2:11][CH2:12][NH:13]1.[CH2:41]1[O:42][CH2:43][CH2:44][CH2:45]1.[CH:32]([N:33]([CH2:34][CH3:35])[CH:36]([CH3:37])[CH3:38])([CH3:39])[CH3:40]>>[CH2:1]([c:2]1[cH:3][cH:4][cH:5][cH:6][cH:7]1)[CH:8]1[CH2:9][N:10]([CH2:14][c:15]2[cH:16][cH:17][c:18](-[c:21]3[c:22]([Cl:28])[cH:23][cH:24][c:25]([CH3:27])[cH:26]3)[cH:19][cH:20]2)[CH2:11][CH2:12][N:13]1[CH2:30][CH3:31].